Dataset: the Open Reaction Database (ORD), a public repository of structured organic reaction records. Task: describe an organic reaction: reactants, conditions, products, and yield Isolated yield 59.3%. Reported procedure: A solution of 2A (4.0 mg, 0.008 mmol) in CH2Cl2 (1 mL) was treated with TFA (0.1 mL) and stirred at room temperature for five hours. The resulting solution was concentrated and the crude product was purified by reversed-phase preparative HPLC ((YMC ODS-A 5 um 20×100 mm, 10% to 90% MeOH/H2) containing 0.1% TFA, 30 minute gradient, 20 mL/min) to afford the title compound (2.0 mg, 61%). LC/MS, m/z 422.27 (M+1). HPLC Rt=1.405 min. YMC S5 ODS-A column (4.6×50 mm) 0%-100% B. Solvent B: (90% MeOH, 10% ... Starting materials: N[C@@H]1CC[C@H](CC1)NC=1C=C(C=2N(N1)C(=CN2)C(NC2=CC=NC=C2)=O)NC2CN(C2)C(=O)OC(C)(C)C (tert-butyl 3-(6-((trans)-4-aminocyclohexylamino)-3-(pyridin-4-ylcarbamoyl)imidazo[1,2-b]pyridazin-8-ylamino)azetidine-1-carboxylate), C(=O)(C(F)(F)F)O (TFA). Run at time 5 hour. As a reaction SMILES: [NH2:1][C@H:2]1[CH2:7][CH2:6][C@H:5]([NH:8][C:9]2[CH:10]=[C:11]([NH:27][CH:28]3[CH2:31][N:30](C(OC(C)(C)C)=O)[CH2:29]3)[C:12]3[N:13]([C:15]([C:18](=[O:26])[NH:19][C:20]4[CH:25]=[CH:24][N:23]=[CH:22][CH:21]=4)=[CH:16][N:17]=3)[N:14]=2)[CH2:4][CH2:3]1.C(O)(C(F)(F)F)=O>C(Cl)Cl>[NH2:1][C@H:2]1[CH2:7][CH2:6][C@H:5]([NH:8][C:9]2[CH:10]=[C:11]([NH:27][CH:28]3[CH2:31][NH:30][CH2:29]3)[C:12]3[N:13]([C:15]([C:18]([NH:19][C:20]4[CH:25]=[CH:24][N:23]=[CH:22][CH:21]=4)=[O:26])=[CH:16][N:17]=3)[N:14]=2)[CH2:4][CH2:3]1. Yields the product N[C@@H]1CC[C@H](CC1)NC=1C=C(C=2N(N1)C(=CN2)C(=O)NC2=CC=NC=C2)NC2CNC2 (6-((trans-4-aminocyclohexyl)amino)-8-(3-azetidinylamino)-N-4-pyridinylimidazo[1,2-b]pyridazine-3-carboxamide). Solvent: C(Cl)Cl (CH2Cl2). Starting materials: CC(=O)C (acetone), C(C=C)OCC(CO)O (3-allyloxy-1,2propanediol), S(O)(O)(=O)=O (sulfuric acid). Run in C1(=CC=CC=C1)C (toluene). Product: 161, C(C=C)OCC1OC(OC1)(C)C (4-allyloxymethyl-2,2-dimethyl-1,3-dioxolane). As a reaction SMILES: [CH3:1][C:2]([CH3:4])=O.[CH2:5]([O:8][CH2:9][CH:10]([OH:13])[CH2:11][OH:12])[CH:6]=[CH2:7].S(=O)(=O)(O)O>C1(C)C=CC=CC=1>[CH2:5]([O:8][CH2:9][CH:10]1[CH2:11][O:12][C:2]([CH3:4])([CH3:1])[O:13]1)[CH:6]=[CH2:7]. Reported procedure: The 4-allyloxymethyl-2,2-dimethyl-1,3-dioxolane was prepared by mixing acetone, 225 parts, 3-allyloxy-1,2propanediol, 195 parts and toluene, 480 parts in a flask fitted with a magnetic stirring bar and a water trap mounted with a reflux condenser. Concentrated sulfuric acid, 4 parts, was added to the flask and the mixture was heated to reflux. The first 170 parts of distillate were removed via the water trap, after which reflux was conducted and water was collected in the water trap. After 13 ho... The reactants are ClCCl, CN(C)C=O, COc1ccc(C(CC2CCCC2)C(=O)O)cc1F, CCN(C(C)C)C(C)C, O=C(Cl)C(=O)Cl, Nc1nccs1, C1CCOC1. Product: COc1ccc(C(CC2CCCC2)C(=O)Nc2nccs2)cc1F. As a reaction SMILES: [CH2:41]([Cl:42])[Cl:43].[CH3:49][N:50]([CH3:51])[CH:52]=[O:53].[CH:1]1([CH2:6][CH:7]([C:8](=[O:9])[OH:10])[c:11]2[cH:12][c:13]([F:19])[c:14]([O:17][CH3:18])[cH:15][cH:16]2)[CH2:2][CH2:3][CH2:4][CH2:5]1.[CH:32]([N:33]([CH2:34][CH3:35])[CH:36]([CH3:37])[CH3:38])([CH3:39])[CH3:40].[Cl:20][C:21]([C:22]([Cl:23])=[O:24])=[O:25].[NH2:26][c:27]1[s:28][cH:29][cH:30][n:31]1.[O:44]1[CH2:45][CH2:46][CH2:47][CH2:48]1>>[CH:1]1([CH2:6][CH:7]([C:8](=[O:10])[NH:26][c:27]2[s:28][cH:29][cH:30][n:31]2)[c:11]2[cH:12][c:13]([F:19])[c:14]([O:17][CH3:18])[cH:15][cH:16]2)[CH2:2][CH2:3][CH2:4][CH2:5]1. Starting materials: S=C=Nc1cc2c(Br)cccc2cn1, O=C([O-])[O-], CN(C)C=O, CC(C)N=C=NC(C)C, Cl, Cl, [Cs+], [Cs+], NCC1(O)CN2CCC1CC2. The product is Brc1cccc2cnc(NC3=NCC4(CN5CCC4CC5)O3)cc12. As a reaction SMILES: [Br:20][c:21]1[c:22]2[cH:23][c:24]([N:31]=[C:32]=[S:33])[n:25][cH:26][c:27]2[cH:28][cH:29][cH:30]1.[C:14](=[O:15])([O-:16])[O-:17].[CH3:43][N:44]([CH3:45])[CH:46]=[O:47].[CH:34]([N:35]=[C:36]=[N:37][CH:38]([CH3:39])[CH3:40])([CH3:41])[CH3:42].[ClH:1].[ClH:2].[Cs+:18].[Cs+:19].[NH2:3][CH2:4][C:5]1([OH:13])[CH2:6][N:7]2[CH2:8][CH2:9][CH:10]1[CH2:11][CH2:12]2>>[N:3]1=[C:32]([NH:31][c:24]2[cH:23][c:22]3[c:21]([Br:20])[cH:30][cH:29][cH:28][c:27]3[cH:26][n:25]2)[O:13][C:5]2([CH2:4]1)[CH2:6][N:7]1[CH2:8][CH2:9][CH:10]2[CH2:11][CH2:12]1. The reactants are ClC1=NC=CC(=C1)C1=NSC(=N1)N1CCN(CC1)CCC1=CC(=NC=C1)OC (3-(2-chloropyridin-4-yl)-5-(4-(2-(2-methoxypyridin-4-yl)ethyl)piperazin-1-yl)-1,2,4-thiadiazole), ClC1=NC(=NS1)C1=CC(=NC=C1)Cl (5-chloro-3-(2-chloropyridin-4-yl)-1,2,4-thiadiazole), BrCCC1=CC=CC=C1 ((2-bromoethyl)benzene). Product: ClC1=NC=CC(=C1)C1=NSC(=N1)N1CCN(CC1)CCC1=CC=CC=C1 (3-(2-chloropyridin-4-yl)-5-(4-phenethylpiperazin-1-yl)-1,2,4-thiadiazole). As a reaction SMILES: [Cl:1][C:2]1[CH:7]=[C:6]([C:8]2[N:12]=[C:11]([N:13]3[CH2:18][CH2:17][N:16]([CH2:19][CH2:20][C:21]4[CH:26]=[CH:25]N=[C:23](OC)[CH:22]=4)[CH2:15][CH2:14]3)[S:10][N:9]=2)[CH:5]=[CH:4][N:3]=1.Cl[C:30]1SN=C(C2C=CN=C(Cl)C=2)N=1.BrCCC1C=CC=CC=1>>[Cl:1][C:2]1[CH:7]=[C:6]([C:8]2[N:12]=[C:11]([N:13]3[CH2:18][CH2:17][N:16]([CH2:19][CH2:20][C:21]4[CH:26]=[CH:25][CH:30]=[CH:23][CH:22]=4)[CH2:15][CH2:14]3)[S:10][N:9]=2)[CH:5]=[CH:4][N:3]=1. Procedure: In analogy to the procedure described for the synthesis of 3-(2-chloropyridin-4-yl)-5-(4-(2-(2-methoxypyridin-4-yl)ethyl)piperazin-1-yl)-1,2,4-thiadiazole (Example 168), the tile compound was prepared from 5-chloro-3-(2-chloropyridin-4-yl)-1,2,4-thiadiazole and (2-bromoethyl)benzene. The reactants are N[C@@H](CCN1CCC(CC1)C=1C=C(C=CC1)NC(C(C)C)=O)C1=CC=CC=C1 (N-(3-{1-[(3S)-3-amino-3-phenylpropyl]-4-piperidinyl}phenyl)-2-methylpropanamide), C(C1=CC=CC=C1)(=O)Cl (benzoyl chloride), C31H37N3O2. The product is C(C(C)C)(=O)NC=1C=C(C=CC1)C1CCN(CC1)CC[C@@H](C1=CC=CC=C1)NC(C1=CC=CC=C1)=O (N-((1S)-3-{4-[3-(ISOBUTYRYLAMINO)PHENYL]-1-PIPERIDINYL}-1-PHENYLPROPYL)BENZAMIDE). As a reaction SMILES: [NH2:1][C@H:2]([C:23]1[CH:28]=[CH:27][CH:26]=[CH:25][CH:24]=1)[CH2:3][CH2:4][N:5]1[CH2:10][CH2:9][CH:8]([C:11]2[CH:12]=[C:13]([NH:17][C:18](=[O:22])[CH:19]([CH3:21])[CH3:20])[CH:14]=[CH:15][CH:16]=2)[CH2:7][CH2:6]1.[C:29](Cl)(=[O:36])[C:30]1[CH:35]=[CH:34][CH:33]=[CH:32][CH:31]=1>>[C:18]([NH:17][C:13]1[CH:12]=[C:11]([CH:8]2[CH2:9][CH2:10][N:5]([CH2:4][CH2:3][C@H:2]([NH:1][C:29](=[O:36])[C:30]3[CH:35]=[CH:34][CH:33]=[CH:32][CH:31]=3)[C:23]3[CH:24]=[CH:25][CH:26]=[CH:27][CH:28]=3)[CH2:6][CH2:7]2)[CH:16]=[CH:15][CH:14]=1)(=[O:22])[CH:19]([CH3:21])[CH3:20]. Procedure details: Prepared by Procedure Q1 and Scheme AC using N-(3-{1-[(3S)-3-amino-3-phenylpropyl]-4-piperidinyl}phenyl)-2-methylpropanamide and benzoyl chloride: Anal. Calcd for C31H37N3O2+0.55CHCl3: C, 69.0; H, 6.89; N, 7.65. Found: C, 69.7; H, 6.73; N, 6.03; ESMS m/e: 484.4 (M+H)+. The solvent is O (water), O (water), O (water). Product: C(\C=C/C(=O)[O-])(=O)[O-].[Ca+2] (calcium maleate). As a reaction SMILES: C1(=O)OC(=O)C=C1.[C:8]([OH:17])(=[O:16])[CH:9]([CH:11]([C:13]([OH:15])=[O:14])O)O.C(=O)([O-])[O-].[Ca+2:22].C(C(C(C([O-])=O)O)O)([O-])=O.[Na+].[Na+].[OH-].[Ca+2].[OH-].C([O-])(=O)/C=C\C([O-])=O.[Na+].[Na+].C(=O)=O>O>[C:8]([O-:17])(=[O:16])/[CH:9]=[CH:11]\[C:13]([O-:15])=[O:14].[Ca+2:22] |f:2.3,4.5.6,7.8.9,10.11.12,15.16|. Reactants: C1(\C=C/C(=O)O1)=O (Maleic anhydride), C(=O)=O (carbon dioxide), C(C(O)C(O)C(=O)O)(=O)O (tartaric acid), C(=O)([O-])C(O)C(O)C(=O)[O-].[Na+].[Na+] (disodium tartrate), C(\C=C/C(=O)[O-])(=O)[O-].[Na+].[Na+] (disodium maleate), C(=O)([O-])C(O)C(O)C(=O)[O-].[Na+].[Na+] (disodium tartrate), C(=O)([O-])C(O)C(O)C(=O)[O-].[Na+].[Na+] (disodium tartrate), [OH-].[Ca+2].[OH-] (calcium hydroxide), C([O-])([O-])=O.[Ca+2] (Calcium carbonate), [OH-].[Ca+2].[OH-] (calcium hydroxide). Reported procedure: Maleic anhydride (109.21 g, 1.114 mole) was added to 200 ml of water in a three liter 4-neck flask that was equipped with a mechanical stirrer, thermometer, air sweep inlet and condenser with receiver. The mixture was heated to 85° C. and then 115.57 g, (0.77 mole) of tartaric acid was added along with 25 ml more water. Calcium carbonate (135.54 g, 1.355 mole) was slurried with 112 ml water and added slowly to the reactor. Alternating portions of disodium tartrate solution and calcium hydroxide ... Run at temperature 85 celsius. The reactants are BrC=1C=C(C(=NC1)CCCCN)C (4-(5-bromo-3-methyl-2-pyridinyl)butylamine), C(C)#N (acetonitrile), ClC1=NS(C2=C1C=C(C=C2)Cl)(=O)=O (3,5-dichloro-1,2-benzisothiazole 1,1-dioxide), C(C)#N (acetonitrile). The solvent is C(Cl)(Cl)Cl (chloroform), C(Cl)(Cl)Cl (chloroform). Reaction conditions: time 60 minute. The product is BrC=1C=C(C(=NC1)CCCCNC1=NS(C2=C1C=C(C=C2)Cl)(=O)=O)C (N-[4-(5-bromo-3-methyl-2-pyridinyl)butyl]-5-chloro-1,2-benzisothiazol-3-amine 1,1-dioxide). As a reaction SMILES: [Br:1][C:2]1[CH:3]=[C:4]([CH3:13])[C:5]([CH2:8][CH2:9][CH2:10][CH2:11][NH2:12])=[N:6][CH:7]=1.Cl[C:15]1[C:19]2[CH:20]=[C:21]([Cl:24])[CH:22]=[CH:23][C:18]=2[S:17](=[O:26])(=[O:25])[N:16]=1.C(#N)C>C(Cl)(Cl)Cl>[Br:1][C:2]1[CH:3]=[C:4]([CH3:13])[C:5]([CH2:8][CH2:9][CH2:10][CH2:11][NH:12][C:15]2[C:19]3[CH:20]=[C:21]([Cl:24])[CH:22]=[CH:23][C:18]=3[S:17](=[O:25])(=[O:26])[N:16]=2)=[N:6][CH:7]=1. Procedure details: To a refluxing solution of 4-(5-bromo-3-methyl-2-pyridinyl)butylamine (300 mg, 1.23 mmol) in chloroform (20 ml, purified as in previous example) was added over 10 minutes a solution of 3,5-dichloro-1,2-benzisothiazole 1,1-dioxide (U.S. Pat. No. 4,490,527) (400 mg, 1.69 mmol) in chloroform (20 ml)/acetonitrile (10 ml). Since a precipitate formed during the addition, another 10 ml of acetonitrile was added to give almost complete solution. Heating at 65°-70° C. was continued for 60 minutes giving ... Reactants: ClC(CCC(=O)O)(F)F (4-chloro-4,4-difluorobutyric acid), S(=O)(Cl)Cl (thionyl chloride). The solvent is CN(C=O)C (dimethylformamide). Product: ClC(CCC(=O)Cl)(F)F (4-chloro-4,4-difluorobutyryl chloride). As a reaction SMILES: [Cl:1][C:2]([F:9])([F:8])[CH2:3][CH2:4][C:5](O)=[O:6].S(Cl)([Cl:12])=O>CN(C)C=O>[Cl:1][C:2]([F:9])([F:8])[CH2:3][CH2:4][C:5]([Cl:12])=[O:6]. Procedure: 15.8 g of 4-chloro-4,4-difluorobutyric acid are mixed with 50 ml of thionyl chloride and 0.2 ml of dimethylformamide and heated to +70° C. over the course of 2 hours and then maintained at +70° C. for a further 30 minutes. The reaction mixture is distilled in vacuo, and the liquid boiling at 35°-37° C./21 mbar is collected. 10.5 g of 4-chloro-4,4-difluorobutyryl chloride are obtained in the form of a clear colourless liquid.